This data is from the Open Reaction Database (ORD), a public repository of structured organic reaction records. The task is: describe an organic reaction: reactants, conditions, products, and yield The reactants are FC(S(=O)(=O)C1=CC=C(C=C1)SC1=C(C(=O)O)C=CC=C1)(F)F (2-(4-trifluoromethylsulfonylphenylthio)benzoic acid), S(O)(O)(=O)=O (sulfuric acid). Product: FC(S(=O)(=O)C1=CC=2C(C3=CC=CC=C3SC2C=C1)=O)(F)F (2-(trifluoromethylsulfonyl)thioxanthen-9-one). RXN SMILES: [F:1][C:2]([F:23])([F:22])[S:3]([C:6]1[CH:11]=[CH:10][C:9]([S:12][C:13]2[CH:21]=[CH:20][CH:19]=[CH:18][C:14]=2[C:15]([OH:17])=O)=[CH:8][CH:7]=1)(=[O:5])=[O:4].S(=O)(=O)(O)O>>[F:23][C:2]([F:1])([F:22])[S:3]([C:6]1[CH:7]=[CH:8][C:9]2[S:12][C:13]3[C:14](=[CH:18][CH:19]=[CH:20][CH:21]=3)[C:15](=[O:17])[C:10]=2[CH:11]=1)(=[O:5])=[O:4]. Procedure details: A solution of 7.6 g. (0.021 mol) of 2-(4-trifluoromethylsulfonylphenylthio)benzoic acid in 40 ml. of concentrated sulfuric acid is stirred and heated on a steam bath for 1.5 hours. After cooling to room temperature, the solution is slowly poured onto 400 g. of crushed ice. The oil that precipitates is extracted with three 150 ml. portions of an ether-benzene mixture. The combined organic extracts are washed four times with water and three times with dilute sodium bicarbonate solution. The ether-... Starting materials: C(C)N(CCCl)CC (2-diethylaminoethyl chloride), Cl.C(C)N(CCCl)CC (2-diethylaminoethyl chloride hydrochloride), OC1=CC=2CC3=CC(=CC=C3C2C=C1)O (2,7-dihydroxyfluorene), C[O-].[Na+] (sodium methoxide). Solvent: C1(=CC=CC=C1)C (toluene), C1(=CC=CC=C1)C (toluene). Reaction conditions: time 3 hour. The product is Cl.Cl.C(C)N(CCOC1=CC=2CC3=CC(=CC=C3C2C=C1)OCCN(CC)CC)CC (2,7-bis(2-diethylaminoethoxy)fluorene dihydrochloride). As a reaction SMILES: [CH2:1]([N:3]([CH2:7][CH3:8])[CH2:4][CH2:5][Cl:6])[CH3:2].Cl.[CH2:10]([N:12]([CH2:16][CH3:17])[CH2:13][CH2:14][Cl:15])[CH3:11].[OH:18][C:19]1[CH:31]=[CH:30][C:29]2[C:28]3[C:23](=[CH:24][C:25]([OH:32])=[CH:26][CH:27]=3)[CH2:22][C:21]=2[CH:20]=1.C[O-].[Na+]>C1(C)C=CC=CC=1>[ClH:6].[ClH:15].[CH2:1]([N:3]([CH2:7][CH3:8])[CH2:4][CH2:5][O:18][C:19]1[CH:31]=[CH:30][C:29]2[C:28]3[C:23](=[CH:24][C:25]([O:32][CH2:14][CH2:13][N:12]([CH2:10][CH3:11])[CH2:16][CH3:17])=[CH:26][CH:27]=3)[CH2:22][C:21]=2[CH:20]=1)[CH3:2] |f:1.2,4.5,7.8.9|. Procedure details: A solution of 2-diethylaminoethyl chloride [obtained from 12.9 g (0.075 mole) of 2-diethylaminoethyl chloride hydrochloride] in 100 ml of toluene (dried over molecular sieves) is added to a mixture of 4.9 g (0.025 mole) of 2,7-dihydroxyfluorene and 2.7 g (0.05 mole) of sodium methoxide in 200 ml of toluene (dried over molecular sieves). This mixture is refluxed with stirring for three hours. Upon cooling the mixture is filtered to remove the precipitated sodium chloride. The toluene solution is ...